This data is from the Open Reaction Database (ORD), a public repository of structured organic reaction records. The task is: describe an organic reaction: reactants, conditions, products, and yield The reactants are ClCCl, C=O, CO, Cn1oc(=O)[nH]c1=O, O. Product: Cn1oc(=O)n(CO)c1=O. Reaction SMILES: [CH2:14]([Cl:15])[Cl:16].[CH2:9]=[O:10].[CH3:12][OH:13].[CH3:1][n:2]1[o:3][c:4](=[O:8])[nH:5][c:6]1=[O:7].[OH2:11]>>[CH3:1][n:2]1[o:3][c:4](=[O:8])[n:5]([CH2:9][OH:10])[c:6]1=[O:7].